This data is from the Open Reaction Database (ORD), a public repository of structured organic reaction records. The task is: describe an organic reaction: reactants, conditions, products, and yield Reactants: CO, COC(=O)C(=C(C)C)N1C(=O)CC1SC(C)=O, O=[O+][O-]. Yields the product COC(=O)C(=O)N1C(=O)CC1SC(C)=O. RXN SMILES: [CH3:21][OH:22].[CH3:4][O:5][C:6]([C:7](=[C:8]([CH3:9])[CH3:10])[N:11]1[C:12](=[O:19])[CH2:13][CH:14]1[S:15][C:16]([CH3:17])=[O:18])=[O:20].[O-:1][O+:2]=[O:3]>>[O:1]=[C:7]([C:6]([O:5][CH3:4])=[O:20])[N:11]1[C:12](=[O:19])[CH2:13][CH:14]1[S:15][C:16]([CH3:17])=[O:18]. Starting materials: ClC1=NC=C(C(=C1)C(C[C@@H](C1=C(C=CC=C1)C)C1=CC=C(C=C1)C1=CC=C(C=C1)C(=O)O)=O)F (4′-[(R)-3-(2-chloro-5-fluoro-pyridin-4-yl)-3-oxo-1-o-tolyl-propyl]-biphenyl-4-carboxylic acid), Cl.NO (hydroxylamine hydrochloride), C(O)([O-])=O.[Na+] (sodium hydrogencarbonate). Product: ClC1=NC=C(C(=C1)/C(/C[C@@H](C1=C(C=CC=C1)C)C1=CC=C(C=C1)C1=CC=C(C=C1)C(=O)O)=N/O)F (4′-{(R)-3-(2-Chloro-5-fluoro-pyridin-4-yl)-3-[(E)-hydroxyimino]-1-o-tolyl-propyl}-biphenyl-4-carboxylic acid). RXN SMILES: [Cl:1][C:2]1[CH:7]=[C:6]([C:8](=O)[CH2:9][C@H:10]([C:18]2[CH:23]=[CH:22][C:21]([C:24]3[CH:29]=[CH:28][C:27]([C:30]([OH:32])=[O:31])=[CH:26][CH:25]=3)=[CH:20][CH:19]=2)[C:11]2[CH:16]=[CH:15][CH:14]=[CH:13][C:12]=2[CH3:17])[C:5]([F:34])=[CH:4][N:3]=1.Cl.[NH2:36][OH:37].C(=O)([O-])O.[Na+]>>[Cl:1][C:2]1[CH:7]=[C:6](/[C:8](=[N:36]/[OH:37])/[CH2:9][C@H:10]([C:18]2[CH:23]=[CH:22][C:21]([C:24]3[CH:29]=[CH:28][C:27]([C:30]([OH:32])=[O:31])=[CH:26][CH:25]=3)=[CH:20][CH:19]=2)[C:11]2[CH:16]=[CH:15][CH:14]=[CH:13][C:12]=2[CH3:17])[C:5]([F:34])=[CH:4][N:3]=1 |f:1.2,3.4|. Procedure details: In analogy to example 132, step 6, from 4′-[(R)-3-(2-chloro-5-fluoro-pyridin-4-yl)-3-oxo-1-o-tolyl-propyl]-biphenyl-4-carboxylic acid and hydroxylamine hydrochloride in the presence of sodium hydrogencarbonate was prepared the title compound as an off-white foam, MS (ESI−): m/z=487.2 ([M−H]−).